This data is from the Open Reaction Database (ORD), a public repository of structured organic reaction records. The task is: describe an organic reaction: reactants, conditions, products, and yield Starting materials: COC([C@@H](NCC1=CC=C(C=C1)C1=C(C=CC=C1)C#N)C)=O (N-[(2'-cyanobiphenyl-4-yl)methyl]-(L)-alanine methyl ester), CCCC(=O)Cl (n-butyryl chloride). Run in C(C)N(CC)CC (triethylamine). The product is COC([C@@H](N(CC1=CC=C(C=C1)C1=C(C=CC=C1)C#N)C(CCC)=O)C)=O (N-butyryl-N-[(2'-cyanobiphenyl-4-yl)methyl]-(L)-alanine methyl ester). RXN SMILES: [CH3:1][O:2][C:3](=[O:22])[C@H:4]([CH3:21])[NH:5][CH2:6][C:7]1[CH:12]=[CH:11][C:10]([C:13]2[CH:18]=[CH:17][CH:16]=[CH:15][C:14]=2[C:19]#[N:20])=[CH:9][CH:8]=1.[CH3:23][CH2:24][CH2:25][C:26](Cl)=[O:27]>C(N(CC)CC)C>[CH3:1][O:2][C:3](=[O:22])[C@H:4]([CH3:21])[N:5]([C:26](=[O:27])[CH2:25][CH2:24][CH3:23])[CH2:6][C:7]1[CH:12]=[CH:11][C:10]([C:13]2[CH:18]=[CH:17][CH:16]=[CH:15][C:14]=2[C:19]#[N:20])=[CH:9][CH:8]=1. Reported procedure: The starting material can be obtained, for example, analogously to Example 2: Reaction of 2.0 g of N-[(2'-cyanobiphenyl-4-yl)methyl]-(L)-alanine methyl ester, 1.23 ml of triethylamine and 0.92 ml of n-butyryl chloride yields N-butyryl-N-[(2'-cyanobiphenyl-4-yl)methyl]-(L)-alanine methyl ester. (TLC: N2) Rf : 0.5. Starting materials: O=C([O-])[O-], CN(C)C=O, Clc1ccc(OCCCBr)cc1, Oc1c(Cl)cc(OCC=C(Cl)Cl)cc1Cl, [K+], [K+]. The product is ClC(Cl)=CCOc1cc(Cl)c(OCCCOc2ccc(Cl)cc2)c(Cl)c1. As a reaction SMILES: [C:28](=[O:29])([O-:30])[O-:31].[CH3:34][N:35]([CH3:36])[CH:37]=[O:38].[Cl:16][c:17]1[cH:18][cH:19][c:20]([O:21][CH2:22][CH2:23][CH2:24][Br:25])[cH:26][cH:27]1.[Cl:1][c:2]1[c:3]([OH:15])[c:4]([Cl:14])[cH:5][c:6]([O:8][CH2:9][CH:10]=[C:11]([Cl:12])[Cl:13])[cH:7]1.[K+:32].[K+:33]>>[Cl:1][c:2]1[c:3]([O:15][CH2:24][CH2:23][CH2:22][O:21][c:20]2[cH:19][cH:18][c:17]([Cl:16])[cH:27][cH:26]2)[c:4]([Cl:14])[cH:5][c:6]([O:8][CH2:9][CH:10]=[C:11]([Cl:12])[Cl:13])[cH:7]1. Starting materials: C(C)(C)N1CCC(CC1)C(=N)NO (1-isopropyl-N-hydroxypiperidine-4-carboxamidine), C1(CCCCC1)C(=O)Cl (cyclohexanecarbonyl chloride). The product is Cl.C(C)(C)N1CCC(CC1)C1=NOC(=N1)C1CCCCC1 (1-Isopropyl-4-[5-cyclohexyl[1,2,4]oxadiazol-3-yl]piperidine, hydrochloride). RXN SMILES: [CH:1]([N:4]1[CH2:9][CH2:8][CH:7]([C:10]([NH:12][OH:13])=[NH:11])[CH2:6][CH2:5]1)([CH3:3])[CH3:2].[CH:14]1([C:20]([Cl:22])=O)[CH2:19][CH2:18][CH2:17][CH2:16][CH2:15]1>>[ClH:22].[CH:1]([N:4]1[CH2:9][CH2:8][CH:7]([C:10]2[N:11]=[C:20]([CH:14]3[CH2:19][CH2:18][CH2:17][CH2:16][CH2:15]3)[O:13][N:12]=2)[CH2:6][CH2:5]1)([CH3:3])[CH3:2] |f:2.3|. Procedure: The title compound was prepared by a similar procedure to that described in Example 56, starting from 1-isopropyl-N-hydroxypiperidine-4-carboxamidine and cyclohexanecarbonyl chloride. Starting materials: C(C1=CC=CC=C1)OC(C[C@H](CN(C)C)NC(CCCCCCCC=CC1=C(C(=CC=C1)F)F)=O)=O ((R)-4-dimethylamino-3-[10-(2,3-difluoro-phenyl)-dec-9-enoylamino]-butyric acid benzyl ester), C(C)[SiH](CC)CC.FC(C(=O)O)(F)F (triethylsilane trifluoroacetic acid), S1C=NC=C1C=CCCCCCCCC(=O)Cl (10-(thiazol-5-yl)-dec-9-enoyl chloride), S1C=NC=C1C=O (thiazole-5-carboxaldehyde), [Br-].C(=O)(O)CCCCCCCC[P+](C1=CC=CC=C1)(C1=CC=CC=C1)C1=CC=CC=C1 ((8-carboxy-octyl)-triphenyl-phosphonium bromide), Cl.Cl.C(C1=CC=CC=C1)OC(C[C@H](CN(C)C)N)=O ((R)-3-amino-4-dimethylamino-butyric acid benzyl ester dihydrochloride), S1C=NC=C1C=CCCCCCCCC(=O)O (10-(thiazol-5-yl)-dec-9-enoic acid), C(C1=CC=CC=C1)OC(C[C@H](CN(C)C)NC(CCCCCCCC=CC1=C(C(=CC=C1)F)F)=O)=O ((R)-4-dimethylamino-3-[10-(2,3-difluoro-phenyl)-dec-9-enoylamino]-butyric acid benzyl ester). Yields the product C(C1=CC=CC=C1)OC(CC(CN(C)C)NC(CCCCCCCCCC1=CN=CS1)=O)=O (4-dimethylamino-3-(10-thiazol-5-yl-decanoylamino)-butyric acid benzyl ester). Reaction SMILES: [S:1]1[C:5]([CH:6]=O)=[CH:4][N:3]=[CH:2]1.[Br-].C(CCCCCCCC[P+]([C:33]1[CH:38]=[CH:37][CH:36]=[CH:35][CH:34]=1)(C1C=CC=CC=1)C1C=CC=CC=1)(O)=O.S1C(C=CCCCCCCCC(O)=O)=CN=C1.S1C(C=CCCCCCCCC(Cl)=O)=CN=C1.Cl.Cl.C(OC(=O)C[C@@H](N)CN(C)C)C1C=CC=CC=1.[CH2:92]([O:99][C:100](=[O:127])[CH2:101][C@@H:102]([NH:107][C:108](=[O:126])[CH2:109][CH2:110][CH2:111][CH2:112][CH2:113][CH2:114][CH2:115][CH:116]=CC1C=CC=C(F)C=1F)[CH2:103][N:104]([CH3:106])[CH3:105])C1C=CC=CC=1.C([SiH](CC)CC)C.FC(F)(F)C(O)=O>>[CH2:92]([O:99][C:100](=[O:127])[CH2:101][CH:102]([NH:107][C:108](=[O:126])[CH2:109][CH2:110][CH2:111][CH2:112][CH2:113][CH2:114][CH2:115][CH2:116][CH2:6][C:5]1[S:1][CH:2]=[N:3][CH:4]=1)[CH2:103][N:104]([CH3:105])[CH3:106])[C:33]1[CH:34]=[CH:35][CH:36]=[CH:37][CH:38]=1 |f:1.2,5.6.7,9.10|. Reported procedure: The title compound, m/e=384.3 ([M+H]+), was produced in analogy with example 43, steps 1 to 4. Thus, thiazole-5-carboxaldehyde was reacted in step 1 with (8-carboxy-octyl)-triphenyl-phosphonium bromide, leading to 10-(thiazol-5-yl)-dec-9-enoic acid. In step 2, this was converted to 10-(thiazol-5-yl)-dec-9-enoyl chloride, then reacted with (R)-3-amino-4-dimethylamino-butyric acid benzyl ester dihydrochloride, leading to (R)-4-dimethylamino-3-[10-(2,3-difluoro-phenyl)-dec-9-enoylamino]-butyric aci...